From a dataset of the Open Reaction Database (ORD), a public repository of structured organic reaction records. describe an organic reaction: reactants, conditions, products, and yield Reactants: ClC1=C(C(=O)O)C=C(C=C1)S(=O)(=O)Cl (2-Chloro-5-chlorosulfonylbenzoic acid), N1CC=CCC1 (1,2,5,6-tetrahydropyridine), Cl (hydrochloric acid). Solvent: O (water). The product is ClC1=C(C(=O)O)C=C(C=C1)S(=O)(=O)N1CC=CCC1 (2-Chloro-5-(1,2,5,6-tetrahydropyridylsulfonyl)benzoic Acid). RXN SMILES: [Cl:1][C:2]1[CH:10]=[CH:9][C:8]([S:11](Cl)(=[O:13])=[O:12])=[CH:7][C:3]=1[C:4]([OH:6])=[O:5].[NH:15]1[CH2:20][CH2:19][CH:18]=[CH:17][CH2:16]1.Cl>O>[Cl:1][C:2]1[CH:10]=[CH:9][C:8]([S:11]([N:15]2[CH2:20][CH2:19][CH:18]=[CH:17][CH2:16]2)(=[O:13])=[O:12])=[CH:7][C:3]=1[C:4]([OH:6])=[O:5]. Reported procedure: 2-Chloro-5-chlorosulfonylbenzoic acid (25.5 g.) is added in small portions over a 5 minute period with cooling to a solution of 1,2,5,6-tetrahydropyridine (25.0 g.) in 200 ml. of water. After stirring at room temperature for a half hour, the reaction mixture is acidified with concentrated hydrochloric acid. The crystalline precipitate is filtered off and dissolved in 75 ml. of methylene chloride and 10 ml. of ether. After concentration to 50 ml., hexane is added to turbidity, affording crystals,...